describe an organic reaction: reactants, conditions, products, and yield From a dataset of the Open Reaction Database (ORD), a public repository of structured organic reaction records. The reactants are [BH4-], COC(=O)CCCCCCC1C(C=CC(=O)CC2CCCCC2)CCC1OC1CCCCO1, CC(=O)O, CO, [Na+]. Yields the product COC(=O)CCCCCCC1C(C=CC(O)CC2CCCCC2)CCC1OC1CCCCO1. RXN SMILES: [BH4-:34].[CH3:1][O:2][C:3]([CH2:4][CH2:5][CH2:6][CH2:7][CH2:8][CH2:9][CH:10]1[CH:11]([CH:22]=[CH:23][C:24]([CH2:25][CH:26]2[CH2:27][CH2:28][CH2:29][CH2:30][CH2:31]2)=[O:32])[CH2:12][CH2:13][CH:14]1[O:15][CH:16]1[O:17][CH2:18][CH2:19][CH2:20][CH2:21]1)=[O:33].[CH3:36][C:37](=[O:38])[OH:39].[CH3:40][OH:41].[Na+:35]>>[CH3:1][O:2][C:3]([CH2:4][CH2:5][CH2:6][CH2:7][CH2:8][CH2:9][CH:10]1[CH:11]([CH:22]=[CH:23][CH:24]([CH2:25][CH:26]2[CH2:27][CH2:28][CH2:29][CH2:30][CH2:31]2)[OH:32])[CH2:12][CH2:13][CH:14]1[O:15][CH:16]1[O:17][CH2:18][CH2:19][CH2:20][CH2:21]1)=[O:33].